From a dataset of the Open Reaction Database (ORD), a public repository of structured organic reaction records. describe an organic reaction: reactants, conditions, products, and yield Starting materials: CCOC(=O)CC(=O)Nc1ccc2ccccc2c1, CO, [Li+], [Na+], [OH-], O, O=S(=O)([O-])O. Yields the product O=C(O)CC(=O)Nc1ccc2ccccc2c1. Reaction SMILES: [CH2:1]([CH3:2])[O:3][C:4](=[O:5])[CH2:6][C:7](=[O:8])[NH:9][c:10]1[cH:11][c:12]2[cH:13][cH:14][cH:15][cH:16][c:17]2[cH:18][cH:19]1.[CH3:28][OH:29].[Li+:21].[Na+:27].[OH-:20].[OH2:30].[S:22](=[O:23])(=[O:24])([OH:25])[O-:26]>>[O:3]=[C:4]([OH:5])[CH2:6][C:7](=[O:8])[NH:9][c:10]1[cH:11][c:12]2[cH:13][cH:14][cH:15][cH:16][c:17]2[cH:18][cH:19]1. Starting materials: FC1=NC=CC=C1C(C)=O (1-(2-fluoropyridine-3-yl)ethanone), NN (hydrazine), C(Cl)Cl (CH2Cl2). Run in C(CO)O (ethylene glycol). Run at time 2 hour. Product: CC1=NNC2=NC=CC=C21 (3-methyl-1H-pyrazolo[3,4-b]pyridine). As a reaction SMILES: F[C:2]1[C:7]([C:8](=O)[CH3:9])=[CH:6][CH:5]=[CH:4][N:3]=1.[NH2:11][NH2:12].C(Cl)Cl>C(O)CO>[CH3:9][C:8]1[C:7]2[C:2](=[N:3][CH:4]=[CH:5][CH:6]=2)[NH:12][N:11]=1. Reported procedure: A stirred solution of 1.10 g (7.91 mmol) of 1-(2-fluoropyridine-3-yl)ethanone in 5 mL of ethylene glycol under nitrogen was treated with 265 μL (8.31 mmol) of hydrazine. This solution was stirred for 2 hours at room temperature and then heated at 165° C. for 1.5 hours. The solution was cooled to room temperature, poured into CH2Cl2 (25 mL), and extracted with H2O (2×50 mL). The organic portions were combined, dried (MgSO4), filtered and concentrated in vacuo to give the title product as a fluffy... Run in ClCCl (dichloromethane). RXN SMILES: C(OC([N:8]1[CH2:14][CH2:13][CH2:12][N:11]([C:15]2[N:23]([C:24]3[CH:29]=[CH:28][CH:27]=[CH:26][CH:25]=3)[C:18]3=[N:19][CH:20]=[CH:21][CH:22]=[C:17]3[C:16]=2[CH:30]=[O:31])[CH2:10][CH2:9]1)=O)(C)(C)C.FC(F)(F)C(O)=O.C(#N)C.CCOCC>ClCCl>[N:11]1([C:15]2[N:23]([C:24]3[CH:25]=[CH:26][CH:27]=[CH:28][CH:29]=3)[C:18]3=[N:19][CH:20]=[CH:21][CH:22]=[C:17]3[C:16]=2[CH:30]=[O:31])[CH2:12][CH2:13][CH2:14][NH:8][CH2:9][CH2:10]1. Isolated yield 113.2%. Procedure details: A solution of 4-(3-formyl-1-phenyl-1H-pyrrolo[2,3-b]pyridin-2-yl)-[1,4]diazepane-1-carboxylic acid tert-butyl ester (330 mg, 0.786 mmol) in dichloromethane (20 mL) is treated with trifluoroacetic acid (0.60 mL, 6.04 mmol). The resulting solution is allowed to stir at room temperature for 22 hours before treating the reaction with a further aliquot of trifluoroacetic acid (0.60 mL, 6.04 mmol). After stirring for a further 18 hours, the reaction mixture is evaporated to give a gooey red oil. Tritu... Product: crude product, N1(CCNCCC1)C1=C(C=2C(=NC=CC2)N1C1=CC=CC=C1)C=O (2-[1,4]diazepan-1-yl-1-phenyl-1H-pyrrolo[2,3-b]pyridine-3-carbaldehyde). Starting materials: FC(C(=O)O)(F)F (trifluoroacetic acid), C(C)#N (acetonitrile), CCOCC (ether), C(C)(C)(C)OC(=O)N1CCN(CCC1)C1=C(C=2C(=NC=CC2)N1C1=CC=CC=C1)C=O (4-(3-formyl-1-phenyl-1H-pyrrolo[2,3-b]pyridin-2-yl)-[1,4]diazepane-1-carboxylic acid tert-butyl ester), FC(C(=O)O)(F)F (trifluoroacetic acid). Conditions: time 22 hour. Conditions: temperature 80 celsius. The reactants are NC1=NC(=C(C(=C1[N+](=O)[O-])C)Br)C (2-AMINO-5-BROMO-4,6-DIMETHYL-3-NITROPYRIDINE), Cl[Sn]Cl (SnCl2), [OH-].[Na+] (sodium hydroxide). The product is BrC=1C(=C(C(=NC1C)N)N)C (5-BROMO-2,3-DIAMINO-4,6-DIMETHYLPYRIDINE). Procedure details: A solution of 4.1 g (21.6 mmol) of SnCl2 in 20 ml of concentrated HCl is cooled in an ice bath. 1.32 g (5.4 mmol) of product obtained in Stage B are added gradually. The mixture is heated at 80° C. for 30 minutes. It is allowed to cool and then poured onto crushed ice. The resulting mixture is basified by addition of sodium hydroxide. The precipitate formed is filtered off, washed with water and then dried. 1.06 g of white powder are thus collected. The product is recrystallized from toluene. Solvent: Cl (HCl). Reaction SMILES: Cl[Sn]Cl.[NH2:4][C:5]1[C:10]([N+:11]([O-])=O)=[C:9]([CH3:14])[C:8]([Br:15])=[C:7]([CH3:16])[N:6]=1.[OH-].[Na+]>Cl>[Br:15][C:8]1[C:9]([CH3:14])=[C:10]([NH2:11])[C:5]([NH2:4])=[N:6][C:7]=1[CH3:16] |f:2.3|. Starting materials: O=C([O-])[O-], CCCS, CN(C)C=O, Nc1ccc([N+](=O)[O-])c(Cl)c1, [K+], [K+], O. Product: CCCSc1cc(N)ccc1[N+](=O)[O-]. As a reaction SMILES: [C:12](=[O:13])([O-:14])[O-:15].[CH2:18]([CH2:19][CH3:20])[SH:21].[CH3:23][N:24]([CH3:25])[CH:26]=[O:27].[Cl:1][c:2]1[cH:3][c:4]([NH2:5])[cH:6][cH:7][c:8]1[N+:9](=[O:10])[O-:11].[K+:16].[K+:17].[OH2:22]>>[c:2]1([S:21][CH2:18][CH2:19][CH3:20])[cH:3][c:4]([NH2:5])[cH:6][cH:7][c:8]1[N+:9](=[O:10])[O-:11].